This data is from the Open Reaction Database (ORD), a public repository of structured organic reaction records. The task is: describe an organic reaction: reactants, conditions, products, and yield Starting materials: C(C)OC(=O)C1=C(N=C(S1)C1=CC=C(C=C1)C(F)(F)F)C (4-methyl-2-(4-trifluoromethyl-phenyl)-thiazole-5-carboxylic acid ethyl ester), C(C1=CC=CC=C1)(=O)OOC(C1=CC=CC=C1)=O (benzoyl peroxide), C1CC(=O)N(C1=O)Br (NBS), C1CC(=O)N(C1=O)Br (NBS), C1CC(=O)N(C1=O)Br (NBS), O (water). The solvent is C(Cl)(Cl)(Cl)Cl (carbon tetrachloride). Run at temperature 80 celsius. Product: C(C)OC(=O)C1=C(N=C(S1)C1=CC=C(C=C1)C(F)(F)F)CBr (4-bromomethyl-2-(4-trifluoromethyl-phenyl)-thiazole-5-carboxylic acid ethyl ester). Isolated yield 82.2%. As a reaction SMILES: [CH2:1]([O:3][C:4]([C:6]1[S:10][C:9]([C:11]2[CH:16]=[CH:15][C:14]([C:17]([F:20])([F:19])[F:18])=[CH:13][CH:12]=2)=[N:8][C:7]=1[CH3:21])=[O:5])[CH3:2].C(OOC(=O)C1C=CC=CC=1)(=O)C1C=CC=CC=1.C1C(=O)N([Br:47])C(=O)C1.O>C(Cl)(Cl)(Cl)Cl>[CH2:1]([O:3][C:4]([C:6]1[S:10][C:9]([C:11]2[CH:16]=[CH:15][C:14]([C:17]([F:19])([F:20])[F:18])=[CH:13][CH:12]=2)=[N:8][C:7]=1[CH2:21][Br:47])=[O:5])[CH3:2]. Procedure: To a solution of 1 g of 4-methyl-2-(4-trifluoromethyl-phenyl)-thiazole-5-carboxylic acid ethyl ester in 8 mL of carbon tetrachloride was added portionwise 0.1 g of benzoyl peroxide and 0.56 g of NBS. The resulting mixture was heated to 80° C. for 1.5 h. 0.1 g of NBS was added and the reaction mixture was heated to 80° C. overnight. An additional 0.1 g of NBS was added and the reaction mixture was heated to 80° C. for 2 h. It was then poured into water and extracted with dichloromethane. The orga... The reactants are S1N=NC=C1[S-].[Na+] (sodium 1,2,3-thiadiazol-5-thiolate), ClCC#N (chloroacetonitrile). The solvent is ClCCl (dichloromethane), CN(C=O)C (dimethylformamide). Reaction conditions: time 8 hour. The product is S1N=NC=C1SCC#N ((1,2,3-thiadiazol-5-yl)thioacetonitrile). RXN SMILES: [S:1]1[C:5]([S-:6])=[CH:4][N:3]=[N:2]1.[Na+].Cl[CH2:9][C:10]#[N:11]>ClCCl.CN(C)C=O>[S:1]1[C:5]([S:6][CH2:9][C:10]#[N:11])=[CH:4][N:3]=[N:2]1 |f:0.1|. Procedure details: To a stirred solution of sodium 1,2,3-thiadiazol-5-thiolate (15 g) in dichloromethane (150 ml) and dimethylformamide (20 ml) was added chloroacetonitrile (4.76 ml) at room temperature. After stirring overnight, the precipitate was filtered off and the filtrate was poured into the mixture of water (30 ml) and dichloromethane (300 ml). The organic layer was separated, washed with brine and dried over magnesium sulfate. Evaporation of the solvent gave a residue, which was chromatographed on silica ... Reactants: O=C(OCc1ccccc1)c1cnc(Cl)nc1C(F)(F)F, Nc1cccc(Cl)c1, C1COCCO1. The product is O=C(OCc1ccccc1)c1cnc(Nc2cccc(Cl)c2)nc1C(F)(F)F. RXN SMILES: [Cl:1][c:2]1[n:3][cH:4][c:5]([C:12](=[O:13])[O:14][CH2:15][c:16]2[cH:17][cH:18][cH:19][cH:20][cH:21]2)[c:6]([C:8]([F:9])([F:10])[F:11])[n:7]1.[Cl:22][c:23]1[cH:24][c:25]([NH2:26])[cH:27][cH:28][cH:29]1.[O:30]1[CH2:31][CH2:32][O:33][CH2:34][CH2:35]1>>[c:2]1([NH:26][c:25]2[cH:24][c:23]([Cl:22])[cH:29][cH:28][cH:27]2)[n:3][cH:4][c:5]([C:12](=[O:13])[O:14][CH2:15][c:16]2[cH:17][cH:18][cH:19][cH:20][cH:21]2)[c:6]([C:8]([F:9])([F:10])[F:11])[n:7]1.